From a dataset of the Open Reaction Database (ORD), a public repository of structured organic reaction records. describe an organic reaction: reactants, conditions, products, and yield Reported procedure: Prepared according to the procedure described for example 18 from methyl 5-chloro-4-nitrothiophene-2-carboxylate (500 mg, 2.26 mmol) and 3,5-dichloro-4-mercaptopyridine 1-oxide (441 mg, 2.26 mmol) from step A of example 18. The titled product was obtained as a solid (250 mg, 29% yield). The crude was used as such for the next step transformation. Starting materials: ClC1=C(C=C(S1)C(=O)OC)[N+](=O)[O-] (methyl 5-chloro-4-nitrothiophene-2-carboxylate), ClC=1C=[N+](C=C(C1S)Cl)[O-] (3,5-dichloro-4-mercaptopyridine 1-oxide). The yield is 29.0%. The product is ClC=1C=[N+](C=C(C1SC=1SC(=CC1[N+](=O)[O-])C(=O)OC)Cl)[O-] (3,5-dichloro-4-((5-(methoxycarbonyl)-3-nitrothiophen-2-yl)thio)pyridine 1-oxide), solid. Reaction SMILES: Cl[C:2]1[S:6][C:5]([C:7]([O:9][CH3:10])=[O:8])=[CH:4][C:3]=1[N+:11]([O-:13])=[O:12].[Cl:14][C:15]1[CH:16]=[N+:17]([O-:23])[CH:18]=[C:19]([Cl:22])[C:20]=1[SH:21]>>[Cl:14][C:15]1[CH:16]=[N+:17]([O-:23])[CH:18]=[C:19]([Cl:22])[C:20]=1[S:21][C:2]1[S:6][C:5]([C:7]([O:9][CH3:10])=[O:8])=[CH:4][C:3]=1[N+:11]([O-:13])=[O:12].